This data is from the Open Reaction Database (ORD), a public repository of structured organic reaction records. The task is: describe an organic reaction: reactants, conditions, products, and yield As a reaction SMILES: [C:15]([O:16][CH3:17])([CH3:18])([CH3:19])[CH3:20].[CH2:25]1[O:26][CH2:27][CH2:28][CH2:29]1.[CH3:22][CH2:23][OH:24].[CH3:2][CH2:3][O-:4].[F:5][c:6]1[n:7][cH:8][c:9]([CH3:14])[c:10]([I:13])[c:11]1[CH3:12].[Na+:1].[OH2:21]>>[CH3:2][CH2:3][O:4][c:6]1[n:7][cH:8][c:9]([CH3:14])[c:10]([I:13])[c:11]1[CH3:12]. Product: CCOc1ncc(C)c(I)c1C. Reactants: COC(C)(C)C, C1CCOC1, CCO, CC[O-], Cc1cnc(F)c(C)c1I, [Na+], O. Starting materials: C1=CC=CC=C1 (benzene), ClCC(=O)O (chloroacetic acid), C1=CC=CC=C1 (benzene), [H-].[Na+] (NaH), C1=CC=CC=C1 (benzene), OCC=1SC=CC1 (2-hydroxymethylthiophene). Run in O (water). Reaction conditions: time 3 hour. Product: S1C(=CC=C1)COCC(=O)O (thien-2-ylmethoxyacetic acid). Yield: 66.0%. As a reaction SMILES: C1C=CC=CC=1.[H-].[Na+].[OH:9][CH2:10][C:11]1[S:12][CH:13]=[CH:14][CH:15]=1.Cl[CH2:17][C:18]([OH:20])=[O:19]>O>[S:12]1[CH:13]=[CH:14][CH:15]=[C:11]1[CH2:10][O:9][CH2:17][C:18]([OH:20])=[O:19] |f:1.2|. Procedure details: To a stirred benzene suspension of NaH (0.39 g, 32.2 mmol) was added a benzene solution of 2-hydroxymethylthiophene (2.0 g, 15.1 mmol). The reaction was stirred 3 h and a benzene solution (10 mL) of chloroacetic acid (1.56 g, 16.6 mmol) was added. The reaction was heated to reflux for 15 h then cooled to room temperature and a small amount of water was cautiously added. The aqueous layer was diluted, separated, acidified and extracted with methylene chloride (3×50 mL). The combined organic layer... Reactants: CCOC(=O)Cc1nnc2c(CC(C)C)nc(-c3ccccc3)cn12, ClCc1cccnc1, Cl, Cl, [H-], [H][H], [Na+], CN(C)C=O. The product is CCOC(=O)C(Cc1cccnc1)c1nnc2c(CC(C)C)nc(-c3ccccc3)cn12. RXN SMILES: [CH2:3]([CH:4]([CH3:5])[CH3:6])[c:7]1[c:8]2[n:9]([cH:10][c:11](-[c:13]3[cH:14][cH:15][cH:16][cH:17][cH:18]3)[n:12]1)[c:19]([CH2:22][C:23](=[O:24])[O:25][CH2:26][CH3:27])[n:20][n:21]2.[Cl:31][CH2:32][c:33]1[cH:34][n:35][cH:36][cH:37][cH:38]1.[ClH:30].[ClH:39].[H-:1].[H:28][H:29].[Na+:2].[O:40]=[CH:41][N:42]([CH3:43])[CH3:44]>>[CH2:3]([CH:4]([CH3:5])[CH3:6])[c:7]1[c:8]2[n:9]([cH:10][c:11](-[c:13]3[cH:14][cH:15][cH:16][cH:17][cH:18]3)[n:12]1)[c:19]([CH:22]([C:23](=[O:24])[O:25][CH2:26][CH3:27])[CH2:32][c:33]1[cH:34][n:35][cH:36][cH:37][cH:38]1)[n:20][n:21]2.